describe an organic reaction: reactants, conditions, products, and yield From a dataset of the Open Reaction Database (ORD), a public repository of structured organic reaction records. Conditions: time 1 hour. Reported procedure: To a stirred mixture of (2R)-[3,5-bis(trifluoromethyl)benzoyl]-2-(3,4-dimethylbenzyl)piperazine (943 mg) and potassium carbonate (880 mg) in dimethylformamide (10 ml) was added propargyl bromide (0.2 ml) at room temperature. After 1 hour, the reaction mixture was poured into water (100 ml) and extracted with ethyl acetate. The extract was washed with brine and concentrated under reduced pressure. The obtained residue was purified by column chromatography on silica gel using a mixture of hexane a... Reaction SMILES: [F:1][C:2]([F:31])([F:30])[C:3]1[CH:4]=[C:5]([CH:23]=[C:24]([C:26]([F:29])([F:28])[F:27])[CH:25]=1)[C:6]([N:8]1[CH2:13][CH2:12][NH:11][CH2:10][C@H:9]1[CH2:14][C:15]1[CH:20]=[CH:19][C:18]([CH3:21])=[C:17]([CH3:22])[CH:16]=1)=[O:7].C(=O)([O-])[O-].[K+].[K+].[CH2:38](Br)[C:39]#[CH:40].O>CN(C)C=O>[F:31][C:2]([F:1])([F:30])[C:3]1[CH:4]=[C:5]([CH:23]=[C:24]([C:26]([F:27])([F:28])[F:29])[CH:25]=1)[C:6]([N:8]1[CH2:13][CH2:12][N:11]([CH2:40][C:39]#[CH:38])[CH2:10][C@H:9]1[CH2:14][C:15]1[CH:20]=[CH:19][C:18]([CH3:21])=[C:17]([CH3:22])[CH:16]=1)=[O:7] |f:1.2.3|. Solvent: CN(C=O)C (dimethylformamide). The product is FC(C=1C=C(C(=O)N2[C@@H](CN(CC2)CC#C)CC2=CC(=C(C=C2)C)C)C=C(C1)C(F)(F)F)(F)F ((2R)-1-[3,5-bis(trifluoromethyl)benzoyl]-2-(3,4-dimethylbenzyl)-4-propargylpiperazine). Reactants: O (water), FC(C=1C=C(C(=O)N2[C@@H](CNCC2)CC2=CC(=C(C=C2)C)C)C=C(C1)C(F)(F)F)(F)F ((2R)-[3,5-bis(trifluoromethyl)benzoyl]-2-(3,4-dimethylbenzyl)piperazine), C([O-])([O-])=O.[K+].[K+] (potassium carbonate), C(C#C)Br (propargyl bromide). Starting materials: O=C([O-])[O-], CCOC(=O)CSC1c2ccccc2C(=O)N1Cc1ccccc1, CO, Cl, [K+], [K+], O. The product is O=C(O)CSC1c2ccccc2C(=O)N1Cc1ccccc1. Reaction SMILES: [C:25](=[O:26])([O-:27])[O-:28].[CH2:1]([CH3:2])[O:3][C:4]([CH2:5][S:6][CH:7]1[N:8]([CH2:17][c:18]2[cH:19][cH:20][cH:21][cH:22][cH:23]2)[C:9](=[O:16])[c:10]2[cH:11][cH:12][cH:13][cH:14][c:15]21)=[O:24].[CH3:32][OH:33].[ClH:31].[K+:29].[K+:30].[OH2:34]>>[O:3]=[C:4]([CH2:5][S:6][CH:7]1[N:8]([CH2:17][c:18]2[cH:19][cH:20][cH:21][cH:22][cH:23]2)[C:9](=[O:16])[c:10]2[cH:11][cH:12][cH:13][cH:14][c:15]21)[OH:24]. Reactants: ClCCCl, CS(=O)(=O)CCN, CN(C)c1ccncc1, Cl, CC(C)C(C(=O)O)N1Cc2c(F)cnc3[nH]cc(c23)C1=O, CN(C)C=O, On1nnc2ccccc21. Product: CC(C)C(C(=O)NCCS(C)(=O)=O)N1Cc2c(F)cnc3[nH]cc(c23)C1=O. RXN SMILES: [CH2:40]([Cl:41])[CH2:42][Cl:43].[CH3:23][S:24](=[O:25])(=[O:26])[CH2:27][CH2:28][NH2:29].[CH3:44][N:45]([CH3:46])[c:47]1[cH:48][cH:49][n:50][cH:51][cH:52]1.[ClH:22].[F:1][c:2]1[cH:3][n:4][c:5]2[c:6]3[c:7]([cH:20][nH:21]2)[C:8](=[O:19])[N:9]([CH:12]([C:13](=[O:14])[OH:15])[CH:16]([CH3:17])[CH3:18])[CH2:10][c:11]13.[O:53]=[CH:54][N:55]([CH3:56])[CH3:57].[OH:30][n:31]1[c:32]2[c:33]([cH:34][cH:35][cH:36][cH:37]2)[n:38][n:39]1>>[F:1][c:2]1[cH:3][n:4][c:5]2[c:6]3[c:7]([cH:20][nH:21]2)[C:8](=[O:19])[N:9]([CH:12]([C:13](=[O:15])[NH:29][CH2:28][CH2:27][S:24]([CH3:23])(=[O:25])=[O:26])[CH:16]([CH3:17])[CH3:18])[CH2:10][c:11]13. Reactants: C(C=C)OC(=O)N1[C@@H](C[C@H](C1)O[Si](C)(C)C(C)(C)C)CCN1C=NC=C1 ((2R,4R)-1-allyloxycarbonyl-2-[2-(imidazol-1-yl)ethyl]-4-(t-butyldimethylsilyloxy)pyrrolidine), Cl (hydrochloric acid), C(Cl)(Cl)Cl (chloroform), C[O-].[Na+].CO (sodium methoxide methanol). The solvent is CO (methanol). Product: C(C=C)OC(=O)N1[C@@H](C[C@H](C1)O)CCN1C=NC=C1 ((2R,4R)-1-allyloxycarbonyl-2-[2-(imidazol-1-yl)ethyl]-4-hydroxypyrrolidine). Isolated yield 118.3%. Reaction SMILES: [CH2:1]([O:4][C:5]([N:7]1[CH2:11][C@H:10]([O:12][Si](C(C)(C)C)(C)C)[CH2:9][C@H:8]1[CH2:20][CH2:21][N:22]1[CH:26]=[CH:25][N:24]=[CH:23]1)=[O:6])[CH:2]=[CH2:3].Cl.C[O-].[Na+].CO.C(Cl)(Cl)Cl>CO>[CH2:1]([O:4][C:5]([N:7]1[CH2:11][C@H:10]([OH:12])[CH2:9][C@H:8]1[CH2:20][CH2:21][N:22]1[CH:26]=[CH:25][N:24]=[CH:23]1)=[O:6])[CH:2]=[CH2:3] |f:2.3.4|. Procedure: To a solution of (2R,4R)-1-allyloxycarbonyl-2-[2-(imidazol-1-yl)ethyl]-4-(t-butyldimethylsilyloxy)pyrrolidine (11.11 g) in methanol (110 ml) was added conc. hydrochloric acid (7.32 ml) at ambient temperature with stirring and the solution was stirred at the same temperature for 2 hours. To a reaction solution was added 28% sodium methoxide-methanol solution (16.89 ml) under ice-cooling with stirring and the resulting insoluble material was filtered off. The filtrate was evaporated in vacuo to gi... Starting materials: C1(O)=CC(O)=CC=C1 (Resorcinol), C(C=1C(O)=CC=CC1)(=O)OC (methyl salicylate). The product is OC=1C=CC=2C(C3=CC=CC=C3OC2C1)=O (3-hydroxy-9H-xanthen-9-one). The yield is 12.3%. As a reaction SMILES: [C:1]1([CH:8]=[CH:7][CH:6]=[C:4]([OH:5])[CH:3]=1)[OH:2].[C:9](OC)(=[O:17])[C:10]1[C:11](=[CH:13][CH:14]=[CH:15][CH:16]=1)O>>[OH:2][C:1]1[CH:8]=[CH:7][C:6]2[C:9](=[O:17])[C:10]3[C:11]([O:5][C:4]=2[CH:3]=1)=[CH:13][CH:14]=[CH:15][CH:16]=3. Reported procedure: Resorcinol (5.5 g, 50 mmol) and methyl salicylate (11.0 g, 72 mmol) were refluxed for 5 h using a Dean-Stark trap to remove H2O and MeOH. The resulting black oil was chromatographed over silica with 20% ethyl acetate-hexane as eluent. A yellow solid was isolated which was subsequently recrystallized from ethyl acetate to give 1.3 g (12.3%) of 3-hydroxy-9H-xanthen-9-one (lit. mp 242° C.). Literature references to the synthesis of this compound: R. J. Patolia and K. N. Trivedi, Indian J. Chem., 22... Reactants: [BH4-].[Na+] (Sodium borohydride), C(C1=CC=CC=C1)N1CCN(CC1)C=1N=CC2=C(N1)N(C(C2)=O)C (2-(4-benzylpiperazino)-5,6-dihydro-7-methyl-6-oxo-(7H)pyrrolo[2,3-d]pyrimidine). The solvent is C(C)O (ethanol). Product: C(C1=CC=CC=C1)N1CCN(CC1)C1=NC=C(C(=N1)NC)CCO (2-(4-benzylpiperazino)-5-(2-hydroxyethyl)-4-methylaminopyrimidine). Isolated yield 29.6%. Reaction SMILES: [BH4-].[Na+].[CH2:3]([N:10]1[CH2:15][CH2:14][N:13]([C:16]2[N:17]=[CH:18][C:19]3[CH2:24][C:23](=[O:25])[N:22]([CH3:26])[C:20]=3[N:21]=2)[CH2:12][CH2:11]1)[C:4]1[CH:9]=[CH:8][CH:7]=[CH:6][CH:5]=1>C(O)C>[CH2:3]([N:10]1[CH2:15][CH2:14][N:13]([C:16]2[N:21]=[C:20]([NH:22][CH3:26])[C:19]([CH2:24][CH2:23][OH:25])=[CH:18][N:17]=2)[CH2:12][CH2:11]1)[C:4]1[CH:9]=[CH:8][CH:7]=[CH:6][CH:5]=1 |f:0.1|. Reported procedure: Sodium borohydride (2.24 g) was added to 8.0 g of 2-(4-benzylpiperazino)-5,6-dihydro-7-methyl-6-oxo-(7H)pyrrolo[2,3-d]pyrimidine (produced in accordance with Referential Example 54 of Japanese Laid-Open Patent Publication No. 140568/1986) and 400 ml of ethanol, and the mixture was heated under reflux for 1.5 hours. The reaction mixture was concentrated. The residue was mixed with water and extracted with ethyl acetate. The organic layer was dried over anhydrous sodium sulfate, and the solvent wa...